This data is from the Open Reaction Database (ORD), a public repository of structured organic reaction records. The task is: describe an organic reaction: reactants, conditions, products, and yield Reactants: FC(C(=O)O)(F)F (trifluoroacetic acid), C(C)[SiH](CC)CC (triethylsilane), FC=1C=C2C(NC(C2=CC1F)=O)O (5,6-difluoro-3-hydroxy-2,3-dihydro-1H-isoindol-1-one). The solvent is ClCCl (dichloromethane). Conditions: time 8 hour. Product: FC=1C=C2CNC(C2=CC1F)=O (5,6-Difluoro-2,3-dihydro-1H-isoindol-1-one). As a reaction SMILES: [F:1][C:2]1[CH:3]=[C:4]2[C:8](=[CH:9][C:10]=1[F:11])[C:7](=O)[NH:6][CH:5]2[OH:13].FC(F)(F)C(O)=O.C([SiH](CC)CC)C>ClCCl>[F:11][C:10]1[CH:9]=[C:8]2[C:4](=[CH:3][C:2]=1[F:1])[C:5](=[O:13])[NH:6][CH2:7]2. Procedure: 748 mg of 5,6-difluoro-3-hydroxy-2,3-dihydro-1H-isoindol-1-one (crude product, about 4.04 mmol) were initially charged in 50 ml of dichloromethane, 3.8 ml (48.5 mmol) of trifluoroacetic acid and 1.3 ml (8.08 mmol) of triethylsilane were added and the mixture was stirred overnight at RT. The reaction mixture was then concentrated, and the residue was dissolved in dichloromethane and washed with sodium bicarbonate solution. The crude product was purified by chromatography on silica gel (mobile pha... The reactants are C1CCC2=NCCCN2CC1, Cc1ccc(S(=O)(=O)N(CC(=O)N(C)C)c2ccc(Cl)cc2C(=O)C2CCCCC2)cc1, ClCCl. Product: Cc1ccc(S(=O)(=O)N2c3ccc(Cl)cc3C(O)(C3CCCCC3)C2C(=O)N(C)C)cc1. Reaction SMILES: [CH2:33]1[CH2:34][CH2:35][C:36]2=[N:41][CH2:40][CH2:39][CH2:38][N:37]2[CH2:42][CH2:43]1.[CH:1]1([C:7](=[O:8])[c:9]2[c:10]([N:16]([CH2:17][C:18]([N:19]([CH3:20])[CH3:21])=[O:22])[S:23](=[O:24])(=[O:25])[c:26]3[cH:27][cH:28][c:29]([CH3:30])[cH:31][cH:32]3)[cH:11][cH:12][c:13]([Cl:15])[cH:14]2)[CH2:2][CH2:3][CH2:4][CH2:5][CH2:6]1.[Cl:44][CH2:45][Cl:46]>>[CH:1]1([C:7]2([OH:8])[c:9]3[c:10]([cH:11][cH:12][c:13]([Cl:15])[cH:14]3)[N:16]([S:23](=[O:24])(=[O:25])[c:26]3[cH:27][cH:28][c:29]([CH3:30])[cH:31][cH:32]3)[CH:17]2[C:18]([N:19]([CH3:20])[CH3:21])=[O:22])[CH2:2][CH2:3][CH2:4][CH2:5][CH2:6]1. Reactants: S(=O)(Cl)Cl (thionyl chloride), CC=1C(C(=O)O)=CC(C(C1C1=NOC(C1)CCl)C)=S(=O)=O (2-methyl-3-(5-chloromethyl-4,5-dihydroisoxazol-3-yl)-4-methyl-sulfonylbenzoic acid). Reagents/catalysts: CN(C=O)C (N,N-dimethylformamide). Solvent: C1(=CC=CC=C1)C (toluene). Yields the product CC=1C(C(=O)Cl)=CC(C(C1C1=NOC(C1)CCl)C)=S(=O)=O (2-Methyl-3-(5-chloromethyl-4,5-dihydroisoxazol-3-yl)-4-methyl-sulfonylbenzoyl Chloride). As a reaction SMILES: S(Cl)([Cl:3])=O.[CH3:5][C:6]1[C:7](=[CH:11][C:12](=[S:23](=[O:25])=[O:24])[CH:13]([CH3:22])[C:14]=1[C:15]1[CH2:19][CH:18]([CH2:20][Cl:21])[O:17][N:16]=1)[C:8](O)=[O:9]>CN(C)C=O.C1(C)C=CC=CC=1>[CH3:5][C:6]1[C:7](=[CH:11][C:12](=[S:23](=[O:25])=[O:24])[CH:13]([CH3:22])[C:14]=1[C:15]1[CH2:19][CH:18]([CH2:20][Cl:21])[O:17][N:16]=1)[C:8]([Cl:3])=[O:9]. Reported procedure: 3.23 g (27.2 mmol) of thionyl chloride were added dropwise to a mixture of 4.5 g (13.6 mmol) of 2-methyl-3-(5-chloromethyl-4,5-dihydroisoxazol-3-yl)-4-methyl-sulfonylbenzoic acid, 100 ml of toluene and three drops of N,N-dimethylformamide. The mixture was refluxed for 4 hours and then cooled, and the solvent was removed. The residue was then taken up in methylene chloride and once more concentrated to dryness. This gave 4.74 g (100% of theory) of the title compound in the form of a pale powder.